Dataset: the Open Reaction Database (ORD), a public repository of structured organic reaction records. Task: describe an organic reaction: reactants, conditions, products, and yield Starting materials: ClC1=NC=NC2=CC(=C(C=C12)OC)OCC1CCN(CC1)C (4-chloro-6-methoxy-7-(1-methylpiperidin-4-ylmethoxy)quinazoline), NC=1C=C2C(=C(NC2=CC1)C)C (5-amino-2,3-dimethylindole), Cl (hydrogen chloride). Run in C(C)(C)O (isopropanol), C(C)(C)O (isopropanol). Reaction conditions: temperature 70 celsius. The product is Cl.CC=1NC2=CC=C(C=C2C1C)NC1=NC=NC2=CC(=C(C=C12)OC)OCC1CCN(CC1)C (4-(2,3-dimethylindol-5-ylamino)-6-methoxy-7-(1-methylpiperidin-4-ylmethoxy)quinazoline hydrochloride). Yield: 79.0%. As a reaction SMILES: [Cl:1][C:2]1[C:11]2[C:6](=[CH:7][C:8]([O:14][CH2:15][CH:16]3[CH2:21][CH2:20][N:19]([CH3:22])[CH2:18][CH2:17]3)=[C:9]([O:12][CH3:13])[CH:10]=2)[N:5]=[CH:4][N:3]=1.[NH2:23][C:24]1[CH:25]=[C:26]2[C:30](=[CH:31][CH:32]=1)[NH:29][C:28]([CH3:33])=[C:27]2[CH3:34].Cl>C(O)(C)C>[ClH:1].[CH3:33][C:28]1[NH:29][C:30]2[C:26]([C:27]=1[CH3:34])=[CH:25][C:24]([NH:23][C:2]1[C:11]3[C:6](=[CH:7][C:8]([O:14][CH2:15][CH:16]4[CH2:21][CH2:20][N:19]([CH3:22])[CH2:18][CH2:17]4)=[C:9]([O:12][CH3:13])[CH:10]=3)[N:5]=[CH:4][N:3]=1)=[CH:32][CH:31]=2 |f:4.5|. Procedure: A suspension of 4-chloro-6-methoxy-7-(1-methylpiperidin-4-ylmethoxy)quinazoline (100 mg, 0.31 mmol), (prepared as described for the starting material in Example 10), and 5-amino-2,3-dimethylindole (55 mg, 0.34 mmol) in isopropanol (6 ml) containing 5.5M hydrogen chloride in isopropanol (60 μL) was heated for 30 minutes at 70° C. After cooling, the solid was collected by filtration, washed with isopropanol, followed by ether and dried under vacuum to give 4-(2,3-dimethylindol-5-ylamino)-6-methoxy... Starting materials: BrC=1C=C(C=CC1C)C1=NOC2(C1)CCCCC2 (3-(3-bromo-4-methylphenyl)-1-oxa-2-azaspiro[4.5]dec-2-ene), C1CC(=O)N(C1=O)Br (NBS), intermediate 27, CC=1C=C(C=NO)C=CC1C (3-methyl-4-methylbenzaldehyde oxime), C=C1CCCCC1 (methylenecyclohexane). Reagents/catalysts: CC(C)(C#N)N=NC(C)(C)C#N (AIBN). Run in C(Cl)(Cl)Cl (chloroform), C(Cl)(Cl)Cl (chloroform). Conditions: time 8 hour. Yields the product BrC1C(=NOC12CCCCC2)C2=CC(=C(C=C2)C)Br (4-Bromo-3-(3-bromo-4-methylphenyl)-1-oxa-2-azaspiro[4.5]dec-2-ene). The yield is 23.9%. As a reaction SMILES: [Br:1][C:2]1[CH:3]=[C:4]([C:9]2[CH2:13][C:12]3([CH2:18][CH2:17][CH2:16][CH2:15][CH2:14]3)[O:11][N:10]=2)[CH:5]=[CH:6][C:7]=1[CH3:8].CC1C=C(C=CC=1C)C=NO.C=C1CCCCC1.C1C(=O)N([Br:44])C(=O)C1>C(Cl)(Cl)Cl.CC(N=NC(C#N)(C)C)(C#N)C>[Br:44][CH:13]1[C:12]2([CH2:14][CH2:15][CH2:16][CH2:17][CH2:18]2)[O:11][N:10]=[C:9]1[C:4]1[CH:5]=[CH:6][C:7]([CH3:8])=[C:2]([Br:1])[CH:3]=1. Reported procedure: To a solution of 3-(3-bromo-4-methylphenyl)-1-oxa-2-azaspiro[4.5]dec-2-ene (2.0 g, 6.49 mmol, 1.0 eq) (prepared by following the procedure described for step-2 of the intermediate 27 by the reaction of 3-methyl-4-methylbenzaldehyde oxime with methylenecyclohexane) in chloroform (20 mL) was added NBS (1.15 g, 6.49 mmol, 1.0 eq) followed by catalytic amount of AIBN (21 mg, 0.13 mmol, 0.02 eq). The resulting mixture was stirred at room temperature overnight. The reaction was diluted with chloroform... Starting materials: C(C)(=O)OCC=1C(=NC=CC1C1=CN(C(C(=C1)Br)=O)C)N1C(C2=C(C=C(C=C2C=N1)C(C)(C)C)F)=O ((4-(5-Bromo-1-methyl-6-oxo-1,6-dihydropyridin-3-yl)-2-(6-tert-butyl-8-fluoro-1-oxophthalazin-2(1H)-yl)pyridin-3-yl)methyl acetate), N=1N2C(=CC1N)CCC2 (5,6-Dihydro-4H-pyrrolo[1,2-b]pyrazol-2-amine), C([O-])([O-])=O.[Cs+].[Cs+] (cesium carbonate), CC1(C2=C(C(=CC=C2)P(C3=CC=CC=C3)C4=CC=CC=C4)OC5=C(C=CC=C51)P(C6=CC=CC=C6)C7=CC=CC=C7)C (Xantphos). Reagents/catalysts: C=1C=CC(=CC1)/C=C/C(=O)/C=C/C2=CC=CC=C2.C=1C=CC(=CC1)/C=C/C(=O)/C=C/C2=CC=CC=C2.C=1C=CC(=CC1)/C=C/C(=O)/C=C/C2=CC=CC=C2.[Pd].[Pd] (tris(dibenzylideneacetone)dipalladium(0)). The solvent is O1CCOCC1 (1,4-dioxane). Yields the product C(C)(=O)OCC=1C(=NC=CC1C1=CN(C(C(=C1)NC=1C=C2N(N1)CCC2)=O)C)N2C(C1=C(C=C(C=C1C=N2)C(C)(C)C)F)=O ((2-(6-tert-Butyl-8-fluoro-1-oxophthalazin-2(1H)-yl)-4-(5-(5,6-dihydro-4H-pyrrolo[1,2-b]pyrazol-2-ylamino)-1-methyl-6-oxo-1,6-dihydropyridin-3-yl)pyridin-3-yl)methyl Acetate). Yield: 41.8%. RXN SMILES: [C:1]([O:4][CH2:5][C:6]1[C:7]([N:21]2[N:30]=[CH:29][C:28]3[C:23](=[C:24]([F:35])[CH:25]=[C:26]([C:31]([CH3:34])([CH3:33])[CH3:32])[CH:27]=3)[C:22]2=[O:36])=[N:8][CH:9]=[CH:10][C:11]=1[C:12]1[CH:17]=[C:16](Br)[C:15](=[O:19])[N:14]([CH3:20])[CH:13]=1)(=[O:3])[CH3:2].[N:37]1[N:38]2[CH2:45][CH2:44][CH2:43][C:39]2=[CH:40][C:41]=1[NH2:42].C(=O)([O-])[O-].[Cs+].[Cs+].CC1(C)C2C(=C(P(C3C=CC=CC=3)C3C=CC=CC=3)C=CC=2)OC2C(P(C3C=CC=CC=3)C3C=CC=CC=3)=CC=CC1=2>C1C=CC(/C=C/C(/C=C/C2C=CC=CC=2)=O)=CC=1.C1C=CC(/C=C/C(/C=C/C2C=CC=CC=2)=O)=CC=1.C1C=CC(/C=C/C(/C=C/C2C=CC=CC=2)=O)=CC=1.[Pd].[Pd].O1CCOCC1>[C:1]([O:4][CH2:5][C:6]1[C:7]([N:21]2[N:30]=[CH:29][C:28]3[C:23](=[C:24]([F:35])[CH:25]=[C:26]([C:31]([CH3:34])([CH3:33])[CH3:32])[CH:27]=3)[C:22]2=[O:36])=[N:8][CH:9]=[CH:10][C:11]=1[C:12]1[CH:17]=[C:16]([NH:42][C:41]2[CH:40]=[C:39]3[CH2:43][CH2:44][CH2:45][N:38]3[N:37]=2)[C:15](=[O:19])[N:14]([CH3:20])[CH:13]=1)(=[O:3])[CH3:2] |f:2.3.4,6.7.8.9.10|. Procedure: A 25-mL single-neck round-bottomed flask equipped with a magnetic stirrer and a reflux condenser was charged with (4-(5-bromo-1-methyl-6-oxo-1,6-dihydropyridin-3-yl)-2-(6-tert-butyl-8-fluoro-1-oxophthalazin-2(1H)-yl)pyridin-3-yl)methyl acetate 142c (166.2 mg, 0.30 mmol), 162c (24.6 mg, 0.20 mmol), cesium carbonate (130 mg, 0.40 mmol), and 1,4-dioxane (4.0 mL). After bubbling nitrogen through the suspension for 10 minutes, Xantphos (23 mg, 0.040 mmol) and tris(dibenzylideneacetone)dipalladium(0) ...